The task is: describe an organic reaction: reactants, conditions, products, and yield. This data is from the Open Reaction Database (ORD), a public repository of structured organic reaction records. Reactants: O=C([O-])[O-], C1CCOC1, C1COCCN1, Clc1csc(Cl)n1, [Cs+], [Cs+]. Product: Clc1csc(N2CCOCC2)n1. RXN SMILES: [C:14](=[O:15])([O-:16])[O-:17].[CH2:20]1[O:21][CH2:22][CH2:23][CH2:24]1.[CH2:8]1[CH2:9][O:10][CH2:11][CH2:12][NH:13]1.[Cl:1][c:2]1[s:3][cH:4][c:5]([Cl:7])[n:6]1.[Cs+:18].[Cs+:19]>>[c:2]1([N:13]2[CH2:8][CH2:9][O:10][CH2:11][CH2:12]2)[s:3][cH:4][c:5]([Cl:7])[n:6]1. The reactants are C([C@@H]1[C@H]([C@@H]([C@H]([C@H](O1)O[C@@H]2[C@H](O[C@H]([C@@H]([C@H]2O)O)O)CO)O)O)O)O (maltose), sugar, C([C@@H]1[C@H]([C@@H]([C@H]([C@H](O1)O[C@@H]2[C@H](O[C@H]([C@@H]([C@H]2O)O)O)CO)O)O)O)O (maltose), O=C[C@H](O)[C@@H](O)[C@H](O)[C@H](O)CO (glucose), sugar, [H][H] (hydrogen). Reagents/catalysts: [Ni] (Raney nickel). Product: C([C@@H]1[C@H]([C@@H]([C@H]([C@H](O1)O[C@H]([C@@H](CO)O)[C@@H]([C@H](CO)O)O)O)O)O)O (maltitol). As a reaction SMILES: [CH2:1]([OH:23])[C@H:2]1[O:7][C@H:6]([O:8][C@H:9]2[C@H:14]([OH:15])[C@@H:13]([OH:16])[C@H:12]([OH:17])[O:11][C@@H:10]2[CH2:18][OH:19])[C@H:5]([OH:20])[C@@H:4]([OH:21])[C@@H:3]1[OH:22].O=C[C@@H]([C@H]([C@@H]([C@@H](CO)O)O)O)O.[H][H]>[Ni]>[CH2:1]([OH:23])[C@H:2]1[O:7][C@H:6]([O:8][C@@H:9]([C@H:14]([OH:15])[C@@H:13]([OH:16])[CH2:12][OH:17])[C@H:10]([OH:11])[CH2:18][OH:19])[C@H:5]([OH:20])[C@@H:4]([OH:21])[C@@H:3]1[OH:22]. Procedure: A commercially available aqueous solution of high purity maltose (mfd. by NIHON SHOKUHIN KAKO K.K., concentration: 60%, sugar composition in the solid component: maltose: 81.6%, glucose: 1.5%, sugar of equal or more than DP3: 16.9%) was reduced under the existence of Raney nickel catalyst at a hydrogen pressure of 100 kg/cm2 and 130° C. for 120 minutes, to obtain aqueous solution of maltitol.